From a dataset of the Open Reaction Database (ORD), a public repository of structured organic reaction records. describe an organic reaction: reactants, conditions, products, and yield Reactants: CCOC(=O)C(Cl)=Cc1cc(N=C=O)ccc1Cl, N, C1CCOC1. The product is CCOC(=O)C(Cl)=Cc1cc(NC(N)=O)ccc1Cl. RXN SMILES: [Cl:2][c:3]1[c:4]([CH:12]=[C:13]([C:14](=[O:15])[O:16][CH2:17][CH3:18])[Cl:19])[cH:5][c:6]([N:9]=[C:10]=[O:11])[cH:7][cH:8]1.[NH3:1].[O:20]1[CH2:21][CH2:22][CH2:23][CH2:24]1>>[NH2:1][C:10]([NH:9][c:6]1[cH:5][c:4]([CH:12]=[C:13]([C:14](=[O:15])[O:16][CH2:17][CH3:18])[Cl:19])[c:3]([Cl:2])[cH:8][cH:7]1)=[O:11].